Dataset: the Open Reaction Database (ORD), a public repository of structured organic reaction records. Task: describe an organic reaction: reactants, conditions, products, and yield The reactants are IC1=CN=CN1 (5-iodoimidazole), C1(=CC=CC=C1)C(C1=CC=CC=C1)(C1=CC=CC=C1)Cl (triphenylmethyl chloride), amine, IC=1NC=CN1 (iodoimidazole). The product is C1(=CC=CC=C1)C(N1C=NC(=C1)I)(C1=CC=CC=C1)C1=CC=CC=C1 (1-(triphenylmethyl)-4-iodoimidazole). As a reaction SMILES: [I:1][C:2]1[NH:6][CH:5]=[N:4][CH:3]=1.IC1NC=CN=1.[C:13]1([C:19](Cl)([C:26]2[CH:31]=[CH:30][CH:29]=[CH:28][CH:27]=2)[C:20]2[CH:25]=[CH:24][CH:23]=[CH:22][CH:21]=2)[CH:18]=[CH:17][CH:16]=[CH:15][CH:14]=1>>[C:13]1([C:19]([C:20]2[CH:21]=[CH:22][CH:23]=[CH:24][CH:25]=2)([C:26]2[CH:27]=[CH:28][CH:29]=[CH:30][CH:31]=2)[N:4]2[CH:3]=[C:2]([I:1])[N:6]=[CH:5]2)[CH:14]=[CH:15][CH:16]=[CH:17][CH:18]=1. Procedure details: As depicted in Scheme II, imidazole was reacted with iodine under basic conditions at reduced temperature in an appropriate solvent, yielding a mixture of iodoimidazoles (v), for example, 2,4,5-triiodoimidazole and 2,5-diiodoimidazole. The mixture of iodoimidazole derivatives (v) was then treated with aqueous sodium sulfite at elevated temperature in an appropriate solvent, yielding a single iodo derivative (vi), for example, 5-iodoimidazole. The free amine in the 1-position of the iodoimidazole... The reactants are [N+](=O)([O-])C1=CC2=C(N3C(NS2(=O)=O)CCC3)C=C1 (7-nitro-1,2,3,3a,4,5-hexahydrobenzo[e]pyrrolo[2,1-c]-1,2,4-thiadiazine-5,5-dioxide), [H-].[H-].[H-].[H-].[Li+].[Al+3] (LiAlH4). The solvent is C1CCOC1 (THF). The product is NC1=CC2=C(N3C(=NS2(=O)=O)CCC3)C=C1 (7-Amino-1,2,3,5-tetrahydrobenzo[e]pyrrolo[2,1-c]-1,2,4-thiadiazine-5,5-dioxide). Yield: 105.4%. RXN SMILES: [N+:1]([C:4]1[CH:18]=[CH:17][C:7]2[N:8]3[CH2:16][CH2:15][CH2:14][CH:9]3[NH:10][S:11](=[O:13])(=[O:12])[C:6]=2[CH:5]=1)([O-])=O.[H-].[H-].[H-].[H-].[Li+].[Al+3]>C1COCC1>[NH2:1][C:4]1[CH:18]=[CH:17][C:7]2[N:8]3[CH2:16][CH2:15][CH2:14][C:9]3=[N:10][S:11](=[O:13])(=[O:12])[C:6]=2[CH:5]=1 |f:1.2.3.4.5.6|. Reported procedure: A stirred solution of 7-nitro-1,2,3,3a,4,5-hexahydrobenzo[e]pyrrolo[2,1-c]-1,2,4-thiadiazine-5,5-dioxide (167 mg; 0.6 mmol) in dry THF (2 ml) at −50° C. was added LiAlH4 (115 mg; 3 mmol) in one portion. The reaction mixture was allowed to warm up to rt. and stirred over night. The reaction mixture was quenched by addition of H2O and 10 M NaOH, stirred, filtered through celite and evaporated to dryness to give 150 mg product.